Dataset: the Open Reaction Database (ORD), a public repository of structured organic reaction records. Task: describe an organic reaction: reactants, conditions, products, and yield Reactants: O=C([O-])[O-], CC(C)(C)c1ccn(CCl)n1, C=CCC(C#N)C#N, CN(C)C=O, Cl, [K+], [K+], O. Yields the product C=CCC(C#N)(C#N)Cn1ccc(C(C)(C)C)n1. As a reaction SMILES: [C:21](=[O:22])([O-:23])[O-:24].[C:2]([CH3:3])([CH3:4])([CH3:5])[c:6]1[n:7][n:8]([CH2:11][Cl:12])[cH:9][cH:10]1.[CH2:13]([CH:14]=[CH2:15])[CH:16]([C:17]#[N:18])[C:19]#[N:20].[CH3:28][N:29]([CH3:30])[CH:31]=[O:32].[ClH:1].[K+:25].[K+:26].[OH2:27]>>[C:2]([CH3:3])([CH3:4])([CH3:5])[c:6]1[n:7][n:8]([CH2:11][C:16]([CH2:13][CH:14]=[CH2:15])([C:17]#[N:18])[C:19]#[N:20])[cH:9][cH:10]1. Reactants: OCCCO, O, Cc1ccc(S(=O)(=O)O)cc1, O=Cc1cccc(-n2nc(C(F)(F)F)cc2-c2ccco2)c1. The product is FC(F)(F)c1cc(-c2ccco2)n(-c2cccc(C3OCCCO3)c2)n1. As a reaction SMILES: [CH2:23]([CH2:24][CH2:25][OH:26])[OH:27].[OH2:28].[c:29]1([CH3:30])[cH:31][cH:32][c:33]([S:34]([OH:35])(=[O:36])=[O:37])[cH:38][cH:39]1.[o:1]1[c:2](-[c:6]2[cH:7][c:8]([C:19]([F:20])([F:21])[F:22])[n:9][n:10]2-[c:11]2[cH:12][c:13]([CH:14]=[O:15])[cH:16][cH:17][cH:18]2)[cH:3][cH:4][cH:5]1>>[o:1]1[c:2](-[c:6]2[cH:7][c:8]([C:19]([F:20])([F:21])[F:22])[n:9][n:10]2-[c:11]2[cH:12][c:13]([CH:14]3[O:15][CH2:23][CH2:24][CH2:25][O:26]3)[cH:16][cH:17][cH:18]2)[cH:3][cH:4][cH:5]1. Starting materials: Cc1ccc(-c2c(OCCOc3ncc(Cl)cn3)nn(CCO[Si](C)(C)C(C)(C)C)c2NS(=O)(=O)c2ccc(C(C)(C)C)cc2)cc1, C1CCOC1, CCCC[N+](CCCC)(CCCC)CCCC, CCOC(C)=O, CCCCCC, [F-]. Reaction SMILES: [C:1]([CH3:2])([CH3:3])([CH3:4])[c:5]1[cH:6][cH:7][c:8]([S:11](=[O:12])(=[O:13])[NH:14][c:15]2[c:16](-[c:41]3[cH:42][cH:43][c:44]([CH3:47])[cH:45][cH:46]3)[c:17]([O:30][CH2:31][CH2:32][O:33][c:34]3[n:35][cH:36][c:37]([Cl:40])[cH:38][n:39]3)[n:18][n:19]2[CH2:20][CH2:21][O:22][Si:23]([C:24]([CH3:25])([CH3:26])[CH3:27])([CH3:28])[CH3:29])[cH:9][cH:10]1.[CH2:78]1[O:79][CH2:80][CH2:81][CH2:82]1.[CH3:49][CH2:50][CH2:51][CH2:52][N+:53]([CH2:54][CH2:55][CH2:56][CH3:57])([CH2:58][CH2:59][CH2:60][CH3:61])[CH2:62][CH2:63][CH2:64][CH3:65].[CH3:66][CH2:67][O:68][C:69](=[O:70])[CH3:71].[CH3:72][CH2:73][CH2:74][CH2:75][CH2:76][CH3:77].[F-:48]>>[C:1]([CH3:2])([CH3:3])([CH3:4])[c:5]1[cH:6][cH:7][c:8]([S:11](=[O:12])(=[O:13])[NH:14][c:15]2[c:16](-[c:41]3[cH:42][cH:43][c:44]([CH3:47])[cH:45][cH:46]3)[c:17]([O:30][CH2:31][CH2:32][O:33][c:34]3[n:35][cH:36][c:37]([Cl:40])[cH:38][n:39]3)[n:18][n:19]2[CH2:20][CH2:21][OH:22])[cH:9][cH:10]1. Product: Cc1ccc(-c2c(OCCOc3ncc(Cl)cn3)nn(CCO)c2NS(=O)(=O)c2ccc(C(C)(C)C)cc2)cc1. Reactants: ice water, S(O)(O)(=O)=O (sulphuric acid), ice, C(C1=CC=CC=C1)(=O)Cl (benzoyl chloride), NC1=C(N=NN1CC1=CC=CC=C1)C(N)=O (5-amino-1benzyl-4-carbamoyl-1,2,3-triazole). Conditions: time 8 hour. The product is C(C1=CC=CC=C1)(=O)NC1=C(N=NN1CC1=CC=CC=C1)C(NC(C1=CC=CC=C1)=O)=O (5-benzamido-4-benzoylcarbamoyl-1-benzyl-1,2,3-triazole). As a reaction SMILES: S(=O)(=O)(O)O.[NH2:6][C:7]1[N:11]([CH2:12][C:13]2[CH:18]=[CH:17][CH:16]=[CH:15][CH:14]=2)[N:10]=[N:9][C:8]=1[C:19](=[O:21])[NH2:20].[C:22](Cl)(=[O:29])[C:23]1[CH:28]=[CH:27][CH:26]=[CH:25][CH:24]=1>>[C:22]([NH:6][C:7]1[N:11]([CH2:12][C:13]2[CH:18]=[CH:17][CH:16]=[CH:15][CH:14]=2)[N:10]=[N:9][C:8]=1[C:19](=[O:21])[NH:20][C:22](=[O:29])[C:23]1[CH:28]=[CH:27][CH:26]=[CH:25][CH:24]=1)(=[O:29])[C:23]1[CH:28]=[CH:27][CH:26]=[CH:25][CH:24]=1. Reported procedure: Concentrated sulphuric acid (1.5 ml.) was added dropwise, under anhydrous conditions, to an ice-cooled, stirred suspension of 5-amino-1benzyl-4-carbamoyl-1,2,3-triazole (2.17 g.; prepared as described by J. R. E. Hoover and A. R. Day, J.Amer.Chem.Soc., 1956, 78, 5832) in benzoyl chloride (24 ml.). Stirring was continued at room temperature overnight. The clear solution which formed was then poured into ice-water, the precipitated solid was filtered off, washed well with water and diethyl ether t... Starting materials: C(C)(C)N=C=O (isopropyl isocyanate), O1CC(C2=C1C=CC=C2)NC2=NC1=CC=C(C=C1C=C2)N (N2-(2,3-dihydro-benzofuran-3-yl)-quinoline-2,6-diamine). Product: O1CC(C2=C1C=CC=C2)NC2=NC1=CC=C(C=C1C=C2)NC(=O)NC(C)C (rac-1-[2-(2,3-Dihydro-benzofuran-3-ylamino)-quinolin-6-yl]-3-isopropyl-urea). RXN SMILES: [CH:1]([N:4]=[C:5]=[O:6])([CH3:3])[CH3:2].[O:7]1[C:11]2[CH:12]=[CH:13][CH:14]=[CH:15][C:10]=2[CH:9]([NH:16][C:17]2[CH:26]=[CH:25][C:24]3[C:19](=[CH:20][CH:21]=[C:22]([NH2:27])[CH:23]=3)[N:18]=2)[CH2:8]1>>[O:7]1[C:11]2[CH:12]=[CH:13][CH:14]=[CH:15][C:10]=2[CH:9]([NH:16][C:17]2[CH:26]=[CH:25][C:24]3[C:19](=[CH:20][CH:21]=[C:22]([NH:27][C:5]([NH:4][CH:1]([CH3:3])[CH3:2])=[O:6])[CH:23]=3)[N:18]=2)[CH2:8]1. Procedure: The title compound was prepared in accordance with the general method described in example 3 from isopropyl isocyanate and N2-(2,3-dihydro-benzofuran-3-yl)-quinoline-2,6-diamine; MS: m/e=363.3 (M+H+). Reactants: Cl.NCC(CP(OCC)(=O)CCCC)(O)C1=CC=C(C=C1)Cl (ethyl 3-amino-2-(4-chlorophenyl)-2-hydroxy-propyl(n-butyl)phosphinate hydrochloride), [OH-].[Na+] (sodium hydroxide). The solvent is O (water), C(C)O (ethanol). Yields the product NCC(CP([O-])(=O)CCCC)(O)C1=CC=C(C=C1)Cl.[Na+] (sodium 3-amino-2-(4-chlorophenyl)-2-hydroxy-propyl(n-butyl)phosphinate). Reaction SMILES: Cl.[NH2:2][CH2:3][C:4]([C:16]1[CH:21]=[CH:20][C:19]([Cl:22])=[CH:18][CH:17]=1)([OH:15])[CH2:5][P:6]([CH2:11][CH2:12][CH2:13][CH3:14])(=[O:10])[O:7]CC.[OH-].[Na+:24]>C(O)C.O>[NH2:2][CH2:3][C:4]([C:16]1[CH:17]=[CH:18][C:19]([Cl:22])=[CH:20][CH:21]=1)([OH:15])[CH2:5][P:6]([CH2:11][CH2:12][CH2:13][CH3:14])(=[O:7])[O-:10].[Na+:24] |f:0.1,2.3,6.7|. Procedure details: A solution of 1.2 g of ethyl 3-amino-2-(4-chlorophenyl)-2-hydroxy-propyl(n-butyl)phosphinate hydrochloride in 5 ml of ethanol is treated with 0.24 g of sodium hydroxide dissolved in 3 ml of water. The solution heated to 60° for 20 hours. After this time the solution is cooled to room temperature and washed 2-times with 50 ml each of dichloromethane and once with 50 ml of diethyl ether. The aqueous phase is evaporated to dryness. The residue is suspended in n-propanol, heated to 80° C. for 10 min... Reaction conditions: temperature 22.5 celsius, time 18 hour. Starting materials: O.C1(=CC=C(C=C1)S(=O)(=O)O)C (p-toluenesulfonic acid hydrate), amorphous free base, CS(=O)(=O)O (Methanesulfonic Acid), O (water), O (water). Reaction SMILES: [CH3:1][S:2]([OH:5])(=[O:4])=[O:3].O.[C:7]1([CH3:17])[CH:12]=[CH:11][C:10]([S:13]([OH:16])(=[O:15])=[O:14])=[CH:9][CH:8]=1.O>C(O)(C)C>[S:13]([C:10]1[CH:11]=[CH:12][C:7]([CH3:17])=[CH:8][CH:9]=1)([O-:16])(=[O:15])=[O:14].[CH3:1][S:2]([OH:5])(=[O:4])=[O:3] |f:1.2|. Run in C(C)(C)O (isopropanol), C(C)(C)O (IPA). Product: S(=O)(=O)([O-])C1=CC=C(C)C=C1 (tosylate), CS(=O)(=O)O (Methanesulfonic Acid), powder. Reported procedure: To a 5-L 3-neck flask under an inert nitrogen atmosphere, 2.0 L of isopropanol (IPA) was charged. A slurry was prepared by adding 289 g of the amorphous free base of Compound 1 to the flask. A solution of p-toluenesulfonic acid hydrate (97.0 g) in IPA (400 mL) was then added to the slurry. The water content of the slurry supernatant was adjusted to 0.6 g/L with the addition of water (9 mL), and the slurry was stirred at 20-25° C. for 18 hours to produce a thick crystalline slurry. The slurry was... Reactants: C(=C\C1=CC=CC=C1)/C1=NOC=N1 (3-(trans-Styryl)-1,2,4-oxadiazole), O (water). Reagents/catalysts: [Hg] (mercury). The solvent is C(C)O (ethanol). Yields the product C(=C/C1=CC=CC=C1)/C1=NOC=N1 (3-(cis-styryl)-1,2,4-oxadiazole). Reaction SMILES: [CH:1](/[C:9]1[N:13]=[CH:12][O:11][N:10]=1)=[CH:2]\[C:3]1[CH:8]=[CH:7][CH:6]=[CH:5][CH:4]=1.O>C(O)C.[Hg]>[CH:1](/[C:9]1[N:13]=[CH:12][O:11][N:10]=1)=[CH:2]/[C:3]1[CH:8]=[CH:7][CH:6]=[CH:5][CH:4]=1. Procedure: 3-(trans-Styryl)-1,2,4-oxadiazole (0.75 g.) in absolute ethanol (750 ml.) was irradiated at room temperature, under nitrogen for a total of 31 hr. using a medium pressure mercury vapour arc tube contained in a water cooled glass well immersed in the solution. The ultraviolet spectra of suitably diluted aliquots showed a reduction in the intensity of absorption at ca. 274 nm over the period of irradiation. The colourless solution was evaporated to a low volume when the trans isomer (0.11 g.), m.p... Reactants: C1(CC1)NC(=O)C1=CN(C2=NC=CC=C2C1=O)C1=CC(=CC=C1)Br (N-cyclopropyl-1-(3-bromophenyl)-1,4-dihydro[1,8]naphthyridin-4-one-3-carboxamide), S(N)(=O)(=O)C1=CC=C(C=C1)B1OC(C)(C)C(C)(C)O1 (4-Sulfamoylbenzeneboronic acid pinacol ester), C1(=CC=CC=C1)P(C1=CC=CC=C1)C1=CC=CC=C1 (triphenylphosphine), C([O-])([O-])=O.[Na+].[Na+] (sodium carbonate). The reagents and catalysts are C(C)(=O)[O-].[Pd+2].C(C)(=O)[O-] (palladium acetate). The solvent is C(CC)O (n-propanol). Reaction conditions: temperature 85 celsius, time 1 hour. The product is C1(CC1)NC(=O)C1=CN(C2=NC=CC=C2C1=O)C1=CC(=CC=C1)C1=CC=C(C=C1)S(N)(=O)=O (N-Cyclopropyl-1-[3-(4-sulfamoylphenyl)phenyl]-1,4-dihydro[1,8]naphthyridin-4-one-3-carboxamide). RXN SMILES: [CH:1]1([NH:4][C:5]([C:7]2[C:16](=[O:17])[C:15]3[C:10](=[N:11][CH:12]=[CH:13][CH:14]=3)[N:9]([C:18]3[CH:23]=[CH:22][CH:21]=[C:20](Br)[CH:19]=3)[CH:8]=2)=[O:6])[CH2:3][CH2:2]1.[S:25]([C:29]1[CH:34]=[CH:33][C:32](B2OC(C)(C)C(C)(C)O2)=[CH:31][CH:30]=1)(=[O:28])(=[O:27])[NH2:26].C1(P(C2C=CC=CC=2)C2C=CC=CC=2)C=CC=CC=1.C(=O)([O-])[O-].[Na+].[Na+]>C(O)CC.C([O-])(=O)C.[Pd+2].C([O-])(=O)C>[CH:1]1([NH:4][C:5]([C:7]2[C:16](=[O:17])[C:15]3[C:10](=[N:11][CH:12]=[CH:13][CH:14]=3)[N:9]([C:18]3[CH:23]=[CH:22][CH:21]=[C:20]([C:32]4[CH:33]=[CH:34][C:29]([S:25](=[O:28])(=[O:27])[NH2:26])=[CH:30][CH:31]=4)[CH:19]=3)[CH:8]=2)=[O:6])[CH2:3][CH2:2]1 |f:3.4.5,7.8.9|. Procedure: A mixture of N-cyclopropyl-1-(3-bromophenyl)-1,4-dihydro[1,8]naphthyridin-4-one-3-carboxamide, boronate from Step 1 (1.2 eq), palladium acetate (0.1 eq), triphenylphosphine (0.35 eq) and 2M aqueous sodium carbonate (3.5 eq) in n-propanol (10 ml/mmol) was stirred at 85° C. for 1 hour. After cooling, the mixture was quenched with saturated aqueous ammonium chloride solution and partitioned between ethyl acetate and water, and the product from the organic phase was chromatographed on silica gel elu... Starting materials: S(O)(O)(=O)=O (sulfuric acid), P(O)(O)(O)=O (phosphoric acid), C(C=CCC)=O (pent-2-enal). The solvent is O (water). Product: C(CC=CC)=O (pent-3-enal), C(C=CC(C)O)O (pent-2-ene-1,4-diol). Reaction SMILES: S(=O)(=O)(O)O.P(=O)(O)(O)[OH:7].[CH:11](=[O:16])[CH:12]=[CH:13][CH2:14][CH3:15]>O>[CH:11](=[O:16])[CH2:12][CH:13]=[CH:14][CH3:15].[CH2:11]([OH:16])[CH:12]=[CH:13][CH:14]([OH:7])[CH3:15]. Reported procedure: It has been disclosed in Bull. Soc. Chim. France 11 (1944), 218-223, that a mixture of aldehydes is obtained when an unsaturated diol is reacted with dilute sulfuric acid or equimolar amounts of phosphoric acid and water. Thus, a mixture of pent-2-enal and pent-3-enal is obtained from pent-2-ene-1,4-diol, a mixture of hex-2-enal and hex-3-enal is obtained from hex-2-ene-1,4-diol, and a mixture of 2,3-dimethylbut-2-enal and 2,3-dimethylbut-3-enal is obtained from 2,3-dimethylbut-2-ene-1,4-diol.